Dataset: the Open Reaction Database (ORD), a public repository of structured organic reaction records. Task: describe an organic reaction: reactants, conditions, products, and yield Reactants: BrC(C(=O)C1=CC(=CC=C1)Cl)C (2-bromo-3'-chloropropiophenone), C(C1=CC=CC=C1)C1CCNCC1 (4-benzylpiperidine). Solvent: C(C)#N (acetonitrile). Conditions: time 3 hour. Yields the product C(C1=CC=CC=C1)C1CCN(CC1)C(C(=O)C1=CC(=CC=C1)Cl)C (2-(4-Benzylpiperidino)-3'-chloropropiophenone). Reaction SMILES: Br[CH:2]([CH3:12])[C:3]([C:5]1[CH:10]=[CH:9][CH:8]=[C:7]([Cl:11])[CH:6]=1)=[O:4].[CH2:13]([CH:20]1[CH2:25][CH2:24][NH:23][CH2:22][CH2:21]1)[C:14]1[CH:19]=[CH:18][CH:17]=[CH:16][CH:15]=1>C(#N)C>[CH2:13]([CH:20]1[CH2:25][CH2:24][N:23]([CH:2]([CH3:12])[C:3]([C:5]2[CH:10]=[CH:9][CH:8]=[C:7]([Cl:11])[CH:6]=2)=[O:4])[CH2:22][CH2:21]1)[C:14]1[CH:19]=[CH:18][CH:17]=[CH:16][CH:15]=1. Reported procedure: A solution of 26.48 g (0.107 mol) of 2-bromo-3'-chloropropiophenone in 70 ml of acetonitrile is placed in a 500 ml three-necked round-bottomed flask equipped with a pressure equalizing funnel, a calcium chloride drying tube and a magnetic stirrer, and 37.5 g (0.214 mol) of 4-benzylpiperidine are then added at ambient temperature over a period of about 20 minutes, without stirring. The mixture warms up; it is allowed to return to ambient temperature and, after 3 hours, 4-benzylpiperidine hydrobro... The reactants are FC1=CC=C(C=C1)C1=NN(C=C1)C1=C(C(=O)NC(C(C(=O)OCC)O)CC2=CC=CC=C2)C=CC=N1 (ethyl 3-(2-(3-(4-fluorophenyl)-1H-pyrazol-1-yl)nicotinamido)-2-hydroxy-4-phenylbutanoate), O1CCCC1 (tetrahydrofuran), C(Cl)Cl (CH2Cl2), CO (methanol). Run in O (water). Conditions: time 2 hour. The product is FC1=CC=C(C=C1)C1=NN(C=C1)C1=C(C(=O)NC(C(C(=O)O)O)CC2=CC=CC=C2)C=CC=N1 (3-(2-(3-(4-Fluorophenyl)-1H-pyrazol-1-yl)nicotinamido)-2-hydroxy-4-phenylbutanoic acid). Isolated yield 97.4%. RXN SMILES: [F:1][C:2]1[CH:7]=[CH:6][C:5]([C:8]2[CH:12]=[CH:11][N:10]([C:13]3[N:36]=[CH:35][CH:34]=[CH:33][C:14]=3[C:15]([NH:17][CH:18]([CH2:26][C:27]3[CH:32]=[CH:31][CH:30]=[CH:29][CH:28]=3)[CH:19]([OH:25])[C:20]([O:22]CC)=[O:21])=[O:16])[N:9]=2)=[CH:4][CH:3]=1.O1CCCC1.C(Cl)Cl.CO>O>[F:1][C:2]1[CH:7]=[CH:6][C:5]([C:8]2[CH:12]=[CH:11][N:10]([C:13]3[N:36]=[CH:35][CH:34]=[CH:33][C:14]=3[C:15]([NH:17][CH:18]([CH2:26][C:27]3[CH:28]=[CH:29][CH:30]=[CH:31][CH:32]=3)[CH:19]([OH:25])[C:20]([OH:22])=[O:21])=[O:16])[N:9]=2)=[CH:4][CH:3]=1. Procedure: To a suspension of ethyl 3-(2-(3-(4-fluorophenyl)-1H-pyrazol-1-yl)nicotinamido)-2-hydroxy-4-phenylbutanoate (4500 mg, 9.21 mmol) in tetrahydrofuran (THF) (500 ml) lithium hydroxide (LiOH) (441 mg, 18.42 mmol) in water (100 ml) was added, and the mixture stirred for 2 h at room temperature. After completion of the reaction (tlc: CH2Cl2+10% (v/v) methanol) the mixture was concentrated under reduced pressure and after addition of water (300 ml) acidified using 2 n HCl. The precipitate formed was fi... Reactants: ClC1=C(C=CC=C1)N1N=C(C=C1C1=CC=C(C(=O)Cl)C=C1)C(F)(F)F (4-[2-(2-Chloro-phenyl)-5-trifluoromethyl-2H-pyrazol-3-yl]-benzoyl chloride), solution, CNC (Dimethyl-amine), C(C)(C)N(C(C)C)CC (N,N-Diisopropylethylamine). Solvent: ClCCl (Dichloromethane). Run at time 30 minute. Product: ClC1=C(C=CC=C1)N1N=C(C=C1C1=CC=C(C(=O)N(C)C)C=C1)C(F)(F)F (4-[2-(2-Chloro-phenyl)-5-trifluoromethyl-2H-pyrazol-3-yl]-N,N-dimethyl-benzamide). RXN SMILES: [Cl:1][C:2]1[CH:7]=[CH:6][CH:5]=[CH:4][C:3]=1[N:8]1[C:12]([C:13]2[CH:21]=[CH:20][C:16]([C:17](Cl)=[O:18])=[CH:15][CH:14]=2)=[CH:11][C:10]([C:22]([F:25])([F:24])[F:23])=[N:9]1.[CH3:26][NH:27][CH3:28].C(N(CC)C(C)C)(C)C>ClCCl>[Cl:1][C:2]1[CH:7]=[CH:6][CH:5]=[CH:4][C:3]=1[N:8]1[C:12]([C:13]2[CH:21]=[CH:20][C:16]([C:17]([N:27]([CH3:28])[CH3:26])=[O:18])=[CH:15][CH:14]=2)=[CH:11][C:10]([C:22]([F:25])([F:24])[F:23])=[N:9]1. Procedure details: In a 1 dram vial was added 4-[2-(2-Chloro-phenyl)-5-trifluoromethyl-2H-pyrazol-3-yl]-benzoyl chloride (300 mL, 0.3 mmol) as a 0.1M solution in Dichloromethane, Dimethyl-amine (27 mg, 0.6 mmol) and N,N-Diisopropylethylamine (77.4 mg, 0.6 mmol). The reaction was stirred at room temperature for 30 min and then placed directly on silica and purified using a gradient of Hexane to Ethyl Acetate 0-50% over 10 CV. The relevant fractions were combined and dried in vacuo to give 108.6 mg (92%) of an off w...